describe an organic reaction: reactants, conditions, products, and yield From a dataset of the Open Reaction Database (ORD), a public repository of structured organic reaction records. Reactants: N1C(=NC=C1)C1=CCCC2=CC(=C(C=C12)OC)C (4-imidazol-2-yl-6-methoxy-7-methyl-1,2-dihydronaphthalene). The reagents and catalysts are [Pt]=O (platinum oxide), [Pd] (palladium on carbon). Run in C(C)O (ethanol). Yields the product N1C(=NC=C1)C1CCCC2=CC(=C(C=C12)OC)C (1-IMIDAZOL-2-YL-7-METHOXY-6-METHYL-1,2,3,4-TETRAHYDRONAPHTHALINE). RXN SMILES: [NH:1]1[CH:5]=[CH:4][N:3]=[C:2]1[C:6]1[C:15]2[C:10](=[CH:11][C:12]([CH3:18])=[C:13]([O:16][CH3:17])[CH:14]=2)[CH2:9][CH2:8][CH:7]=1>[Pd].C(O)C.[Pt]=O>[NH:1]1[CH:5]=[CH:4][N:3]=[C:2]1[CH:6]1[C:15]2[C:10](=[CH:11][C:12]([CH3:18])=[C:13]([O:16][CH3:17])[CH:14]=2)[CH2:9][CH2:8][CH2:7]1. Reported procedure: This compound was prepared in a manner analogous to that of Step C of Example 7, by the hydrogenation of 0.7 gram (0.003 mole) of 4-imidazol-2-yl-6-methoxy-7-methyl-1,2-dihydronaphthalene (xiii) using a Parr hydrogenator, in the presence of 0.1 gram (catalyst) of platinum oxide and 0.1 gram (catalyst) of 10% palladium on carbon in 50 mL of ethanol. The yield of the subject compound was 0.34 gram, mp 168-169° C. The NMR spectrum was consistent with the proposed structure. The reactants are ClC1=CC2=C(C(=N1)OC1CCCCC1)C(=NN2)C (6-chloro-4-(cyclohexyloxy)-3-methyl-1H-pyrazolo[4,3-c]pyridine), C1(CC1)B(O)O (cyclopropylboronic acid). The reagents and catalysts are C1=CC=C(C=C1)P([C-]2C=CC=C2)C3=CC=CC=C3.C1=CC=C(C=C1)P([C-]2C=CC=C2)C3=CC=CC=C3.Cl[Pd]Cl.[Fe+2] (Pd(dppf)Cl2). The product is C1(CCCCC1)OC1=NC(=CC2=C1C(=NN2)C)C2CC2 (4-(Cyclohexyloxy)-6-cyclopropyl-3-methyl-1H-pyrazolo[4,3-c]pyridine). The yield is 17.8%. As a reaction SMILES: Cl[C:2]1[N:7]=[C:6]([O:8][CH:9]2[CH2:14][CH2:13][CH2:12][CH2:11][CH2:10]2)[C:5]2[C:15]([CH3:18])=[N:16][NH:17][C:4]=2[CH:3]=1.[CH:19]1(B(O)O)[CH2:21][CH2:20]1>C1C=CC(P(C2C=CC=CC=2)[C-]2C=CC=C2)=CC=1.C1C=CC(P(C2C=CC=CC=2)[C-]2C=CC=C2)=CC=1.Cl[Pd]Cl.[Fe+2]>[CH:9]1([O:8][C:6]2[C:5]3[C:15]([CH3:18])=[N:16][NH:17][C:4]=3[CH:3]=[C:2]([CH:19]3[CH2:21][CH2:20]3)[N:7]=2)[CH2:14][CH2:13][CH2:12][CH2:11][CH2:10]1 |f:2.3.4.5|. Procedure: To a microwave tube was added 6-chloro-4-(cyclohexyloxy)-3-methyl-1H-pyrazolo[4,3-c]pyridine (49 mg, 0.18 mmol), cyclopropylboronic acid (80 mg, 0.9 mmol), Pd(dppf)Cl2 (15 mg, 0.018 mmol). The tube was flushed with nitrogen for 2 minutes before adding a 2 M solution of sodium carbonate in water (0.28 mL) and 1,4-dioxane (2 mL). The tube was sealed and irradiated in a microwave at 160° C. for 25 minutes. The reaction mixture was then filtered and concentrated. The crude product was purified by re... Yields the product P(=O)(O)(O)OC[C@H]([C@H]([C@@H](C(CO)=O)O)O)O (D-fructose-6-phosphate). Reaction conditions: time 49 day. Isolated yield 93.5%. Solvent: O (water). Reaction SMILES: [P:1]([O:5][CH2:6][C@@H:7]([OH:16])[C@@H:8]([OH:15])[C@H:9]([OH:14])[C:10](=[O:13])[CH2:11][OH:12])([O-:4])([O-:3])=[O:2].[Na+].[Na+]>O>[P:1]([O:5][CH2:6][C@@H:7]([OH:16])[C@@H:8]([OH:15])[C@H:9]([OH:14])[C:10](=[O:13])[CH2:11][OH:12])([OH:3])([OH:4])=[O:2] |f:0.1.2|. Starting materials: cis-[Pt(NH3)2 (H2O)2 ](NO3)2, P(=O)([O-])([O-])OC[C@H]([C@H]([C@@H](C(CO)=O)O)O)O.[Na+].[Na+] (disodium D-fructose-6-phosphate). Procedure: To 18.5 ml of 0.67 M cis-[Pt(NH3)2 (H2O)2 ](NO3)2, 4.5 grams of disodium D-fructose-6-phosphate were added. The solution was stoppered with a porous plug and stirred for 49 days. At the end of that time, a blue, water-insoluble precipitate had formed. It was collected, and then washed by alternate centrifugation and resuspension. The precipitate was vacuum dried to yield 3.6 grams of the above-identified complex. Reactants: COC(=O)c1cccc(-n2nc(C(C)(C)C)cc2NC(=O)Nc2ccc(Oc3ccnc(C)c3)cc2F)c1, COC(=O)c1ccc(-n2nc(C(C)(C)C)cc2NC(=O)Nc2ccc(Oc3ccnc(C)c3)cc2F)cc1, CO, [K+], [OH-], O. Yields the product Cc1cc(Oc2ccc(NC(=O)Nc3cc(C(C)(C)C)nn3-c3cccc(C(=O)O)c3)c(F)c2)ccn1. As a reaction SMILES: [CH3:1][O:2][C:3]([c:4]1[cH:5][c:6](-[n:10]2[n:11][c:12]([C:34]([CH3:35])([CH3:36])[CH3:37])[cH:13][c:14]2[NH:15][C:16](=[O:17])[NH:18][c:19]2[c:20]([F:33])[cH:21][c:22]([O:25][c:26]3[cH:27][c:28]([CH3:32])[n:29][cH:30][cH:31]3)[cH:23][cH:24]2)[cH:7][cH:8][cH:9]1)=[O:38].[CH3:39][O:40][C:41](=[O:42])[c:43]1[cH:44][cH:45][c:46](-[n:47]2[c:48]([NH:49][C:50]([NH:51][c:52]3[cH:53][cH:54][c:55]([O:56][c:57]4[cH:58][cH:59][n:60][c:61]([CH3:62])[cH:63]4)[cH:64][c:65]3[F:66])=[O:67])[cH:68][c:69]([C:70]([CH3:71])([CH3:72])[CH3:73])[n:74]2)[cH:75][cH:76]1.[CH3:79][OH:80].[K+:78].[OH-:77].[OH2:81]>>[O:2]=[C:3]([c:4]1[cH:5][c:6](-[n:10]2[n:11][c:12]([C:34]([CH3:35])([CH3:36])[CH3:37])[cH:13][c:14]2[NH:15][C:16](=[O:17])[NH:18][c:19]2[c:20]([F:33])[cH:21][c:22]([O:25][c:26]3[cH:27][c:28]([CH3:32])[n:29][cH:30][cH:31]3)[cH:23][cH:24]2)[cH:7][cH:8][cH:9]1)[OH:38]. Starting materials: B(Br)(Br)Br (Boron tribromide), FC=1C=C(C(=O)NNC(=O)C=2OC=C(C2C2=CC=CC=C2)C2=CC=CC=C2)C=CC1OC (3,4-diphenyl-2-furancarboxylic acid 2-(3-fluoro-4-methoxybenzoyl)hydrazide), ClCCl (dichloromethane). Solvent: O (Water). Reaction conditions: temperature 25 celsius, time 8 hour. Yields the product FC=1C=C(C(=O)NNC(=O)C=2OC=C(C2C2=CC=CC=C2)C2=CC=CC=C2)C=CC1O (3,4-diphenyl-2-furancarboxylic acid 2-(3-fluoro-4-hydroxybenzoyl)hydrazide). Yield: 76.9%. As a reaction SMILES: B(Br)(Br)Br.[F:5][C:6]1[CH:7]=[C:8]([CH:32]=[CH:33][C:34]=1[O:35]C)[C:9]([NH:11][NH:12][C:13]([C:15]1[O:16][CH:17]=[C:18]([C:26]2[CH:31]=[CH:30][CH:29]=[CH:28][CH:27]=2)[C:19]=1[C:20]1[CH:25]=[CH:24][CH:23]=[CH:22][CH:21]=1)=[O:14])=[O:10].ClCCl>O>[F:5][C:6]1[CH:7]=[C:8]([CH:32]=[CH:33][C:34]=1[OH:35])[C:9]([NH:11][NH:12][C:13]([C:15]1[O:16][CH:17]=[C:18]([C:26]2[CH:27]=[CH:28][CH:29]=[CH:30][CH:31]=2)[C:19]=1[C:20]1[CH:21]=[CH:22][CH:23]=[CH:24][CH:25]=1)=[O:14])=[O:10]. Procedure: Boron tribromide (1 M dichloromethane solution: 6.00 ml) was added dropwise to a mixture of the compound of Example 31 (0.86 g) and dichloromethane (20 ml) at 0° C., and the mixture was stirred at 25° C. overnight. Water was added to the reaction solution. The thus-precipitated crystals were collected by filtration, purified by silica gel column chromatography (eluent: ethyl acetate/hexane=1/3), and recrystallized from ethanol, thereby giving 0.64 g of the desired compound. Melting point: 243-24... Starting materials: N1C(=NC2=C1C=CC=C2)SCC2=NC=CC(=C2Cl)N(CCCO)C (3-{[2-(1H-benzimidazol-2-ylsulfanylmethyl)-3-chloropyridin-4-yl]-methylamino}-propan-1-ol), ClC=1C=CC=2N(N1)C(=CN2)[N+](=O)[O-] (6-chloro-3-nitro-imidazo[1,2-b]pyridazine), [H-].[Na+] (sodium hydride). The product is Cl.N1C(=NC2=C1C=CC=C2)SCC2=NC=CC(=C2Cl)N(CCCOC=2C=CC=1N(N2)C(=CN1)[N+](=O)[O-])C ([2-(1H-benzimidazol-2-ylsulfanylmethyl)-3-chloropyridin-4-yl]-methyl-[3-(3-nitroimidazo[1,2-b]pyridazin-6-yloxy)-propyl]amine hydrochloride). RXN SMILES: [NH:1]1[C:5]2[CH:6]=[CH:7][CH:8]=[CH:9][C:4]=2[N:3]=[C:2]1[S:10][CH2:11][C:12]1[C:17]([Cl:18])=[C:16]([N:19]([CH3:24])[CH2:20][CH2:21][CH2:22][OH:23])[CH:15]=[CH:14][N:13]=1.Cl[C:26]1[CH:27]=[CH:28][C:29]2[N:30]([C:32]([N+:35]([O-:37])=[O:36])=[CH:33][N:34]=2)[N:31]=1.[H-].[Na+]>>[ClH:18].[NH:1]1[C:5]2[CH:6]=[CH:7][CH:8]=[CH:9][C:4]=2[N:3]=[C:2]1[S:10][CH2:11][C:12]1[C:17]([Cl:18])=[C:16]([N:19]([CH3:24])[CH2:20][CH2:21][CH2:22][O:23][C:26]2[CH:27]=[CH:28][C:29]3[N:30]([C:32]([N+:35]([O-:37])=[O:36])=[CH:33][N:34]=3)[N:31]=2)[CH:15]=[CH:14][N:13]=1 |f:2.3,4.5|. Reported procedure: Starting from 3-{[2-(1H-benzimidazol-2-ylsulfanylmethyl)-3-chloropyridin-4-yl]-methylamino}-propan-1-ol (3.0 g, 8.2 mmol) (see example D2.), 6-chloro-3-nitro-imidazo[1,2-b]pyridazine (1.72 g, 8.7 mmol) and sodium hydride (0.62 g 80% strength suspension) the title compound is prepared and purified according to the procedure given for example 27. Yield: 1.95 g, (42%). M.p. 202-03° C. Starting materials: [OH-].[NH4+] (ammonium hydroxide), ON1N=NC2=C1C=CC=C2 (1-hydroxybenzotriazole), C(CCl)Cl (EDC), C(C)(C)(C)OC(CC(C(=O)O)C1=CC=C(C=C1)OCC=1C=C(C=CC1)C1=CC=C(C=C1)C(F)(F)F)=O (2-{4-[4′-Trifluoromethyl-biphenyl-3-ylmethoxy]-phenyl}-succinic acid 4-tert-butyl ester). The solvent is ClCCl (dichloromethane). The product is C(C)(C)(C)OC(CC(C(=O)N)C1=CC=C(C=C1)OCC=1C=C(C=CC1)C1=CC=C(C=C1)C(F)(F)F)=O (3-[4-(4′-Trifluoromethyl-biphenyl-3-ylmethoxy)-phenyl]-succinamic acid tert-butyl ester). Isolated yield 96.1%. As a reaction SMILES: O[N:2]1C2C=CC=CC=2N=N1.C(Cl)CCl.[C:15]([O:19][C:20](=[O:50])[CH2:21][CH:22]([C:26]1[CH:31]=[CH:30][C:29]([O:32][CH2:33][C:34]2[CH:35]=[C:36]([C:40]3[CH:45]=[CH:44][C:43]([C:46]([F:49])([F:48])[F:47])=[CH:42][CH:41]=3)[CH:37]=[CH:38][CH:39]=2)=[CH:28][CH:27]=1)[C:23](O)=[O:24])([CH3:18])([CH3:17])[CH3:16].[OH-].[NH4+]>ClCCl>[C:15]([O:19][C:20](=[O:50])[CH2:21][CH:22]([C:26]1[CH:31]=[CH:30][C:29]([O:32][CH2:33][C:34]2[CH:35]=[C:36]([C:40]3[CH:45]=[CH:44][C:43]([C:46]([F:49])([F:48])[F:47])=[CH:42][CH:41]=3)[CH:37]=[CH:38][CH:39]=2)=[CH:28][CH:27]=1)[C:23]([NH2:2])=[O:24])([CH3:18])([CH3:17])[CH3:16] |f:3.4|. Procedure details: 1-hydroxybenzotriazole (225 mg, 1.65 mmol) and EDC (315 mg, 1.65 mmol) were added sequentially to compound 50.3 (750 mg, 1.5 mmol) in dichloromethane (25 mL). The resulting mixture was stirred for 1 h before ammonium hydroxide (25% in water, 630 mg, 4.5 mmol) was added dropwise. The reaction was quenched after 30 min. with water (10 mL). The reaction mixture was extracted with dichloromethane (10 mL×3). The organic extracts were combined, dried over MgSO4 and concentrated under reduced pleasure.... The reactants are CN1C(CC[C@@]2(C3=C(CC[C@@H]12)C=C(C=C3)S)C)=O ((+)-(4aR)-(10bR)-4-methyl-8-mercapto-10b-methyl-1,2,3,4,4a,-5,6,10b-octahydrobenzo[f]quinolin-3-one), C([O-])([O-])=O.[K+].[K+] (potassium carbonate), ClC=1SC2=C(N1)C(=CC=C2)C2=CC=CC=C2 (2-chloro-4-phenyl-benzothiazole), CN(C=O)C (dimethylformamide). The yield is 61.5%. Procedure: A 15 mL round bottom flask was charged with (+)-(4aR)-(10bR)-4-methyl-8-mercapto-10b-methyl-1,2,3,4,4a,-5,6,10b-octahydrobenzo[f]quinolin-3-one (100 mg, 0.38 mmol), potassium carbonate (158 mg, 1.14 mmol), 2-chloro-4-phenyl-benzothiazole (113 mg, 0.46 mmol) and 1 mL of anhydrous dimethylformamide, fitted with a reflux condenser, and the stirred mixture was heated at 60°, under nitrogen, for 18 h. The mixture was cooled, diluted with ethyl acetate (75 mL) and washed with brine (4×25 mL). The comb... Run in C(C)(=O)OCC (ethyl acetate). Yields the product CN1C(CC[C@@]2(C3=C(CC[C@@H]12)C=C(C=C3)SC=3SC1=C(N3)C(=CC=C1)C1=CC=CC=C1)C)=O ((+)-(4aR)-(10bR)-4-methyl-8-(4-phenyl-2-benzothiazolylthio)-10b-methyl-1,2,3,4,4a,5,6,10b-octahydrobenzo[f]quinolin-3-one). Reaction SMILES: [CH3:1][N:2]1[C@H:11]2[C@@:6]([CH3:17])([C:7]3[CH:15]=[CH:14][C:13]([SH:16])=[CH:12][C:8]=3[CH2:9][CH2:10]2)[CH2:5][CH2:4][C:3]1=[O:18].C(=O)([O-])[O-].[K+].[K+].Cl[C:26]1[S:27][C:28]2[CH:34]=[CH:33][CH:32]=[C:31]([C:35]3[CH:40]=[CH:39][CH:38]=[CH:37][CH:36]=3)[C:29]=2[N:30]=1.CN(C)C=O>C(OCC)(=O)C>[CH3:1][N:2]1[C@H:11]2[C@@:6]([CH3:17])([C:7]3[CH:15]=[CH:14][C:13]([S:16][C:26]4[S:27][C:28]5[CH:34]=[CH:33][CH:32]=[C:31]([C:35]6[CH:36]=[CH:37][CH:38]=[CH:39][CH:40]=6)[C:29]=5[N:30]=4)=[CH:12][C:8]=3[CH2:9][CH2:10]2)[CH2:5][CH2:4][C:3]1=[O:18] |f:1.2.3|. Procedure: The liquid is cooled to 15° C. in an ice-water bath, and 27 mL of 4-chloroanisole (95 w/w %) is carefully added to chlorosulfonic acid. The mixture is stirred between additions and the temperature of the mixture is kept below 50° C. When the addition is complete, the mixture is refluxed on a steam bath for 2 hours. A homogeneous, viscous liquid is formed. The reaction mixture is then carefully poured into a 250 mL beaker of ice water. A white, solid mass of 5-chloro-2-methoxybenzenesulfonyl chlo... Reaction conditions: temperature 15 celsius. The reactants are ClC=1C=CC(=C(C1)S(=O)(=O)Cl)OC (5-chloro-2-methoxybenzenesulfonyl chloride), CNC1=CC=CC=C1 (N-methyl aniline), ice water, ClC1=CC=C(C=C1)OC (4-chloroanisole), ClS(=O)(=O)O (chlorosulfonic acid), sulfonanilides. Yields the product ClC=1C=CC(=C(C1)S(=O)(=O)N(C1=CC=CC=C1)C)OC (5-chloro-2-methoxy-N-methylbenzenesulfonanilide), 80t. As a reaction SMILES: ClC1C=CC(OC)=CC=1.ClS(O)(=O)=O.[Cl:15][C:16]1[CH:17]=[CH:18][C:19]([O:26][CH3:27])=[C:20]([S:22](Cl)(=[O:24])=[O:23])[CH:21]=1.[CH3:28][NH:29][C:30]1[CH:35]=[CH:34][CH:33]=[CH:32][CH:31]=1>>[Cl:15][C:16]1[CH:17]=[CH:18][C:19]([O:26][CH3:27])=[C:20]([S:22]([N:29]([CH3:28])[C:30]2[CH:35]=[CH:34][CH:33]=[CH:32][CH:31]=2)(=[O:24])=[O:23])[CH:21]=1.